This data is from the Open Reaction Database (ORD), a public repository of structured organic reaction records. The task is: describe an organic reaction: reactants, conditions, products, and yield The reactants are [N+](=O)([O-])C=1C=CC(=NC1)N1CC(C1)O (1-(5-Nitro-pyridin-2-yl)-azetidin-3-ol), [H-].[Na+] (NaH), oil, BrCC(=O)OC(C)(C)C (tert-butyl bromoacetate). The product is C(C)(C)(C)OC(COC1CN(C1)C1=NC=C(C=C1)[N+](=O)[O-])=O ([1-(5-nitro-pyridin-2-yl)-azetidin-3-yloxy]-acetic acid tert-butyl ester). Yield: 75.4%. Reaction SMILES: [N+:1]([C:4]1[CH:5]=[CH:6][C:7]([N:10]2[CH2:13][CH:12]([OH:14])[CH2:11]2)=[N:8][CH:9]=1)([O-:3])=[O:2].[H-].[Na+].Br[CH2:18][C:19]([O:21][C:22]([CH3:25])([CH3:24])[CH3:23])=[O:20]>>[C:22]([O:21][C:19](=[O:20])[CH2:18][O:14][CH:12]1[CH2:11][N:10]([C:7]2[CH:6]=[CH:5][C:4]([N+:1]([O-:3])=[O:2])=[CH:9][N:8]=2)[CH2:13]1)([CH3:25])([CH3:24])[CH3:23] |f:1.2|. Reported procedure: 1-(5-Nitro-pyridin-2-yl)-azetidin-3-ol (176 mg, 0.9 mmol) was treated with 60% NaH in oil (108 mg, 2.7 mmol) and tert-butyl bromoacetate (199.7 uL, 1.35 mmol) as above to yield 210 mg of a yellow solid. ES-MS calcd for C14H19N3O5 (m/e) 309.32, obsd 310.2 (M+H). Run in CO (MeOH). RXN SMILES: [CH3:1][N:2]([C@H:10]1[CH2:15][CH2:14][CH2:13][N:12]([C:16]2[CH:21]=[CH:20][C:19]([C:22]([F:25])([F:24])[F:23])=[CH:18][C:17]=2[N+:26]([O-])=O)[CH2:11]1)[C:3](=[O:9])[O:4][C:5]([CH3:8])([CH3:7])[CH3:6]>[Pd].CO>[NH2:26][C:17]1[CH:18]=[C:19]([C:22]([F:25])([F:23])[F:24])[CH:20]=[CH:21][C:16]=1[N:12]1[CH2:13][CH2:14][CH2:15][C@H:10]([N:2]([CH3:1])[C:3](=[O:9])[O:4][C:5]([CH3:6])([CH3:7])[CH3:8])[CH2:11]1. Reaction conditions: time 8 hour. Procedure details: To a 100 mL RBF was added (S)-tert-butyl methyl(1-(2-nitro-4-(trifluoromethyl)phenyl)piperidin-3-yl)carbamate (1.75 g, 4.34 mmol) and palladium, 10 wt. % on activated carbon wet (0.923 g, 0.868 mmol) under nitrogen. MeOH was added via syringe, and the atmosphere was purged with hydrogen from a balloon. The reaction was allowed to stir rapidly under hydrogen for 8 h. The flask was purged with nitrogen, filtered through celite, rinsing with 100 mL MeOH, and concentrated to give (S)-tert-butyl 1-(2... Reactants: CN(C(OC(C)(C)C)=O)[C@@H]1CN(CCC1)C1=C(C=C(C=C1)C(F)(F)F)[N+](=O)[O-] ((S)-tert-butyl methyl(1-(2-nitro-4-(trifluoromethyl)phenyl)piperidin-3-yl)carbamate). Reagents/catalysts: [Pd] (palladium). Yields the product NC1=C(C=CC(=C1)C(F)(F)F)N1C[C@H](CCC1)N(C(OC(C)(C)C)=O)C ((S)-tert-butyl 1-(2-amino-4-(trifluoromethyl)phenyl)piperidin-3-yl(methyl)carbamate). Reactants: CNC, O=C1OC(Cn2cc(C=C(Br)Br)nn2)CN1c1ccc(C2=CCS(=O)(=O)CC2)c(F)c1, CN(C)C=O, O. The product is CN(C)C(=O)Cc1cn(CC2CN(c3ccc(C4=CCS(=O)(=O)CC4)c(F)c3)C(=O)O2)nn1. Reaction SMILES: [CH3:32][NH:33][CH3:34].[O:1]=[S:2]1(=[O:31])[CH2:3][CH2:4][C:5]([c:8]2[c:9]([F:30])[cH:10][c:11]([N:14]3[C:15](=[O:29])[O:16][CH:17]([CH2:19][n:20]4[n:21][n:22][c:23]([CH:25]=[C:26]([Br:27])[Br:28])[cH:24]4)[CH2:18]3)[cH:12][cH:13]2)=[CH:6][CH2:7]1.[O:36]=[CH:37][N:38]([CH3:39])[CH3:40].[OH2:35]>>[O:1]=[S:2]1(=[O:31])[CH2:3][CH2:4][C:5]([c:8]2[c:9]([F:30])[cH:10][c:11]([N:14]3[C:15](=[O:29])[O:16][CH:17]([CH2:19][n:20]4[n:21][n:22][c:23]([CH2:25][C:26]([N:33]([CH3:32])[CH3:34])=[O:35])[cH:24]4)[CH2:18]3)[cH:12][cH:13]2)=[CH:6][CH2:7]1. Reactants: CC(C)(Cc1ccc(O)cc1)[N+](=O)[O-], O=Cc1ccc(F)cc1, [K+], [K+], O=C([O-])[O-], O. Yields the product CC(C)(Cc1ccc(Oc2ccc(C=O)cc2)cc1)[N+](=O)[O-]. As a reaction SMILES: [CH3:1][C:2]([CH2:3][c:4]1[cH:5][cH:6][c:7]([OH:10])[cH:8][cH:9]1)([CH3:11])[N+:12](=[O:13])[O-:14].[F:15][c:16]1[cH:17][cH:18][c:19]([CH:20]=[O:21])[cH:22][cH:23]1.[K+:24].[K+:25].[O-:26][C:27]([O-:28])=[O:29].[OH2:30]>>[CH3:1][C:2]([CH2:3][c:4]1[cH:5][cH:6][c:7]([O:10][c:16]2[cH:17][cH:18][c:19]([CH:20]=[O:21])[cH:22][cH:23]2)[cH:8][cH:9]1)([CH3:11])[N+:12](=[O:13])[O-:14]. The reactants are COCCc1nc(-c2ccc(C(F)(F)F)cc2)ncc1CO, ClCCl, O=S(Cl)Cl. Yields the product COCCc1nc(-c2ccc(C(F)(F)F)cc2)ncc1CCl. Reaction SMILES: [CH3:1][O:2][CH2:3][CH2:4][c:5]1[n:6][c:7](-[c:13]2[cH:14][cH:15][c:16]([C:19]([F:20])([F:21])[F:22])[cH:17][cH:18]2)[n:8][cH:9][c:10]1[CH2:11][OH:12].[Cl:27][CH2:28][Cl:29].[S:23]([Cl:24])([Cl:25])=[O:26]>>[CH3:1][O:2][CH2:3][CH2:4][c:5]1[n:6][c:7](-[c:13]2[cH:14][cH:15][c:16]([C:19]([F:20])([F:21])[F:22])[cH:17][cH:18]2)[n:8][cH:9][c:10]1[CH2:11][Cl:25]. RXN SMILES: [Cl:1][C:2]1[CH:3]=[N:4][CH:5]=[C:6]([Cl:20])[C:7]=1[S:8][C:9]1[S:13][C:12]([C:14]([OH:16])=O)=[CH:11][C:10]=1[N+:17]([O-:19])=[O:18].[NH2:21][C@H:22]1[CH2:27][CH2:26][C@H:25]([OH:28])[CH2:24][CH2:23]1>>[Cl:20][C:6]1[CH:5]=[N:4][CH:3]=[C:2]([Cl:1])[C:7]=1[S:8][C:9]1[S:13][C:12]([C:14]([NH:21][CH:22]2[CH2:27][CH2:26][CH:25]([OH:28])[CH2:24][CH2:23]2)=[O:16])=[CH:11][C:10]=1[N+:17]([O-:19])=[O:18]. The yield is 23.0%. The reactants are ClC=1C=NC=C(C1SC1=C(C=C(S1)C(=O)O)[N+](=O)[O-])Cl (5-[(3,5-dichloro-4-pyridyl)sulfanyl]-4-nitro-thiophene-2-carboxylic acid), N[C@@H]1CC[C@H](CC1)O (trans-4-aminocyclohexanol). Yields the product ClC=1C=NC=C(C1SC1=C(C=C(S1)C(=O)NC1CCC(CC1)O)[N+](=O)[O-])Cl (5-((3,5-dichloropyridin-4-yl)thio)-N-(4-hydroxycyclohexyl)-4-nitrothiophene-2-carboxamide), solid. Procedure details: Prepared according to the procedure described for example 70 from 5-[(3,5-dichloro-4-pyridyl)sulfanyl]-4-nitro-thiophene-2-carboxylic acid (150 mg, 0.43 mmol) and trans-4-aminocyclohexanol (59 mg, 0.51 mmol). The title compound was obtained as a solid (45 mg, 23% yield). 1H NMR (400 MHz, d6-DMSO) δ: 8.98 (2H, m), 8.58 (1H, m), 8.47 (1H, s), 4.56 (1H, d), 3.55 (1H, m), 3.37 (1H, m), 1.78 (4H, m), 1.20 (6H, m). MS m/z: 446.19, 448.18 [M+H]+. The reactants are Cc1nnc2c(Br)cccn12, C=C(C(=O)OCc1ccccc1)[Sn](CCCC)(CCCC)CCCC, C1CCOC1, Cl[Cu], c1ccc(P(c2ccccc2)(c2ccccc2)[Pd](P(c2ccccc2)(c2ccccc2)c2ccccc2)(P(c2ccccc2)(c2ccccc2)c2ccccc2)P(c2ccccc2)(c2ccccc2)c2ccccc2)cc1. Yields the product C=C(C(=O)OCc1ccccc1)c1cccn2c(C)nnc12. Reaction SMILES: [Br:1][c:2]1[c:3]2[n:4]([cH:5][cH:6][cH:7]1)[c:8]([CH3:11])[n:9][n:10]2.[CH2:12]([Sn:13]([CH2:14][CH2:15][CH2:16][CH3:29])([C:17]([C:18](=[O:19])[O:20][CH2:21][c:22]1[cH:23][cH:24][cH:25][cH:26][cH:27]1)=[CH2:28])[CH2:30][CH2:31][CH2:32][CH3:33])[CH2:34][CH2:35][CH3:36].[CH2:37]1[O:38][CH2:39][CH2:40][CH2:41]1.[Cl:119][Cu:120].[cH:42]1[cH:43][cH:44][c:45]([P:46]([Pd:47]([P:48]([c:49]2[cH:50][cH:51][cH:52][cH:53][cH:54]2)([c:55]2[cH:56][cH:57][cH:58][cH:59][cH:60]2)[c:61]2[cH:62][cH:63][cH:64][cH:65][cH:66]2)([P:67]([c:68]2[cH:69][cH:70][cH:71][cH:72][cH:73]2)([c:74]2[cH:75][cH:76][cH:77][cH:78][cH:79]2)[c:80]2[cH:81][cH:82][cH:83][cH:84][cH:85]2)[P:86]([c:87]2[cH:88][cH:89][cH:90][cH:91][cH:92]2)([c:93]2[cH:94][cH:95][cH:96][cH:97][cH:98]2)[c:99]2[cH:100][cH:101][cH:102][cH:103][cH:104]2)([c:105]2[cH:106][cH:107][cH:108][cH:109][cH:110]2)[c:111]2[cH:112][cH:113][cH:114][cH:115][cH:116]2)[cH:117][cH:118]1>>[c:2]1([C:17]([C:18](=[O:19])[O:20][CH2:21][c:22]2[cH:23][cH:24][cH:25][cH:26][cH:27]2)=[CH2:28])[c:3]2[n:4]([cH:5][cH:6][cH:7]1)[c:8]([CH3:11])[n:9][n:10]2.